From a dataset of the Open Reaction Database (ORD), a public repository of structured organic reaction records. describe an organic reaction: reactants, conditions, products, and yield Starting materials: ClC1=CC=C(C=C1)CCC(=O)C1=C(C=CC=C1)F (3-(4-chlorophenyl)-1-(2-fluorophenyl)propan-1-one), ClC1=CC=C(C=C1)CC/C(=C/C(=O)OCC)/C1=C(C=CC=C1)F ((Z)-ethyl 5-(4-chlorophenyl)-3-(2-fluorophenyl)pent-2-enoate). The product is ClC1=CC=C(C=C1)CC\C(=C/C(=O)OCC)\C1=C(C=CC=C1)F ((E)-ethyl 5-(4-chlorophenyl)-3-(2-fluorophenyl)pent-2-enoate). As a reaction SMILES: ClC1C=CC(CCC(C2C=CC=CC=2F)=O)=CC=1.[Cl:19][C:20]1[CH:25]=[CH:24][C:23]([CH2:26][CH2:27]/[C:28](/[C:35]2[CH:40]=[CH:39][CH:38]=[CH:37][C:36]=2[F:41])=[CH:29]/[C:30]([O:32][CH2:33][CH3:34])=[O:31])=[CH:22][CH:21]=1>>[Cl:19][C:20]1[CH:25]=[CH:24][C:23]([CH2:26][CH2:27]/[C:28](/[C:35]2[CH:40]=[CH:39][CH:38]=[CH:37][C:36]=2[F:41])=[CH:29]\[C:30]([O:32][CH2:33][CH3:34])=[O:31])=[CH:22][CH:21]=1. Procedure details: By a procedure similar to that of example 1.85.3, starting from 3-(4-chlorophenyl)-1-(2-fluorophenyl)propan-1-one, (Z)-ethyl 5-(4-chlorophenyl)-3-(2-fluorophenyl)pent-2-enoate and (E)-ethyl 5-(4-chlorophenyl)-3-(2-fluorophenyl)pent-2-enoate were obtained as colourless oils. Starting materials: O=C([O-])O, CCO, [Na+], O, CCOC(=O)C1Oc2cc(OCc3ccc(OCc4ccc5ccccc5n4)cc3)cc(O)c2N1c1ccc(OC)cc1. The product is COc1ccc(N2c3c(O)cc(OCc4ccc(OCc5ccc6ccccc6n5)cc4)cc3OC2C(=O)O)cc1. As a reaction SMILES: [C:44](=[O:45])([OH:46])[O-:47].[CH3:49][CH2:50][OH:51].[Na+:48].[OH2:52].[OH:1][c:2]1[cH:3][c:4]([O:24][CH2:25][c:26]2[cH:27][cH:28][c:29]([O:32][CH2:33][c:34]3[n:35][c:36]4[cH:37][cH:38][cH:39][cH:40][c:41]4[cH:42][cH:43]3)[cH:30][cH:31]2)[cH:5][c:6]2[c:7]1[N:8]([c:16]1[cH:17][cH:18][c:19]([O:22][CH3:23])[cH:20][cH:21]1)[CH:9]([C:11](=[O:12])[O:13][CH2:14][CH3:15])[O:10]2>>[OH:1][c:2]1[cH:3][c:4]([O:24][CH2:25][c:26]2[cH:27][cH:28][c:29]([O:32][CH2:33][c:34]3[n:35][c:36]4[cH:37][cH:38][cH:39][cH:40][c:41]4[cH:42][cH:43]3)[cH:30][cH:31]2)[cH:5][c:6]2[c:7]1[N:8]([c:16]1[cH:17][cH:18][c:19]([O:22][CH3:23])[cH:20][cH:21]1)[CH:9]([C:11](=[O:12])[OH:13])[O:10]2. Starting materials: BrC1=CC=2C3=C(C=NC2C=C1)N(C(N3C=3C(=NN(C3)C)C)=O)C (8-bromo-1-(1,3-dimethyl-1H-pyrazol-4-yl)-3-methyl-1,3-dihydro-imidazo[4,5-c]quinolin-2-one), BrC1=CC=2C3=C(C=NC2C=C1)N(C(N3C=3C(=NN(C3)C)C)=O)C (8-bromo-1-(1,3-dimethyl-1H-pyrazol-4-yl)-3-methyl-1,3-dihydro-imidazo[4,5-c]quinolin-2-one), C(C)OC1=NC=C(C=C1NC(C)=O)B1OC(C(O1)(C)C)(C)C (N-[2-ethoxy-5-(4,4,5,5-tetramethyl-[1,3,2]dioxaborolan-2-yl)-pyridin-3-yl]-acetamide). Product: CN1N=C(C(=C1)N1C(N(C=2C=NC=3C=CC(=CC3C21)C=2C=C(C(=NC2)OCC)NC(C)=O)C)=O)C (N-{5-[1-(1,3-Dimethyl-1H-pyrazol-4-yl)-3-methyl-2-oxo-2,3-dihydro-1H-imidazo[4,5-c]quinolin-8-yl]-2-ethoxy-pyridin-3-yl}-acetamide). RXN SMILES: Br[C:2]1[CH:11]=[CH:10][C:9]2[N:8]=[CH:7][C:6]3[N:12]([CH3:23])[C:13](=[O:22])[N:14]([C:15]4[C:16]([CH3:21])=[N:17][N:18]([CH3:20])[CH:19]=4)[C:5]=3[C:4]=2[CH:3]=1.[CH2:24]([O:26][C:27]1[C:32]([NH:33][C:34](=[O:36])[CH3:35])=[CH:31][C:30](B2OC(C)(C)C(C)(C)O2)=[CH:29][N:28]=1)[CH3:25]>>[CH3:20][N:18]1[CH:19]=[C:15]([N:14]2[C:5]3[C:4]4[CH:3]=[C:2]([C:30]5[CH:31]=[C:32]([NH:33][C:34](=[O:36])[CH3:35])[C:27]([O:26][CH2:24][CH3:25])=[N:28][CH:29]=5)[CH:11]=[CH:10][C:9]=4[N:8]=[CH:7][C:6]=3[N:12]([CH3:23])[C:13]2=[O:22])[C:16]([CH3:21])=[N:17]1. Procedure details: The title compound was synthesized in a similar manner as described for Example 1.1 using 8-bromo-1-(1,3-dimethyl-1H-pyrazol-4-yl)-3-methyl-1,3-dihydro-imidazo[4,5-c]quinolin-2-one (Intermediate A) and N-[2-ethoxy-5-(4,4,5,5-tetramethyl-[1,3,2]dioxaborolan-2-yl)-pyridin-3-yl]-acetamide (synthesized in a similar manner as Stage 64.1.1, (HPLC: tR 1.84 min (Method A); M+H=293 MS-ES)) to give the title compound as a white solid. (HPLC: tR 2.64 min (Method A); M+H=472 MS-ES; 1H-NMR (d6-DMSO, 400 MHz)...